From a dataset of the Open Reaction Database (ORD), a public repository of structured organic reaction records. describe an organic reaction: reactants, conditions, products, and yield Reactants: S1C=CC=2CNCCC21 (4,5,6,7-tetrahydro-thieno[3,2-c]pyridine), BrCCCCC12C(NC=3C=CC=C(C13)CCC2)=O (2a-(4-bromobutyl)-2a,3,4,5-tetrahydro-1H-benz[cd]indol-2-one). Product: S1C=CC=2CN(CCC21)CCCCC21C(NC=3C=CC=C(C23)CCC1)=O (2a-(4-(4,5,6,7-Tetrahydro-thieno[3,2-c]pyridin-5-yl)butyl)-2a,3,4,5-tetrahydro-1H-benz[cd]indol-2-one). As a reaction SMILES: [S:1]1[C:9]2[CH2:8][CH2:7][NH:6][CH2:5][C:4]=2[CH:3]=[CH:2]1.Br[CH2:11][CH2:12][CH2:13][CH2:14][C:15]12[CH2:26][CH2:25][CH2:24][C:22]3[C:23]1=[C:18]([CH:19]=[CH:20][CH:21]=3)[NH:17][C:16]2=[O:27]>>[S:1]1[C:9]2[CH2:8][CH2:7][N:6]([CH2:11][CH2:12][CH2:13][CH2:14][C:15]34[CH2:26][CH2:25][CH2:24][C:22]5[C:23]3=[C:18]([CH:19]=[CH:20][CH:21]=5)[NH:17][C:16]4=[O:27])[CH2:5][C:4]=2[CH:3]=[CH:2]1. Procedure: This was synthesized by the same method of Synthesis Example 14c, except that 4,5,6,7-tetrahydro-thieno[3,2-c]pyridine was used instead of 1,2,3,4-tetrahydroisoquinoline and 2a-(4-bromobutyl)-2a,3,4,5-tetrahydro-1H-benz[cd]indol-2-one was used instead of 2a-(4-bromobutyl)-1-methyl-2a,3,4,5-tetrahydro-1H-benz[cd]indol-2-one (yield, 84%).